Dataset: the Open Reaction Database (ORD), a public repository of structured organic reaction records. Task: describe an organic reaction: reactants, conditions, products, and yield Starting materials: Cl.ClC1=NC=NC2=CC(=C(C=C12)OC)OC (4-chloro-6,7-dimethoxyquinazoline hydrochloride), ClC1=CC(=C(N)C=C1)F (4-chloro-2-fluoroaniline). The solvent is C(C)(C)O (isopropanol). The product is Cl.ClC1=CC(=C(NC2=NC=NC3=CC(=C(C=C23)OC)OC)C=C1)F (4-(4-chloro-2-fluoroanilino)-6,7-dimethoxyquinazoline hydrochloride). Isolated yield 49.2%. RXN SMILES: Cl.[Cl:2][C:3]1[C:12]2[C:7](=[CH:8][C:9]([O:15][CH3:16])=[C:10]([O:13][CH3:14])[CH:11]=2)[N:6]=[CH:5][N:4]=1.[Cl:17][C:18]1[CH:24]=[CH:23][C:21]([NH2:22])=[C:20]([F:25])[CH:19]=1>C(O)(C)C>[ClH:2].[Cl:17][C:18]1[CH:24]=[CH:23][C:21]([NH:22][C:3]2[C:12]3[C:7](=[CH:8][C:9]([O:15][CH3:16])=[C:10]([O:13][CH3:14])[CH:11]=3)[N:6]=[CH:5][N:4]=2)=[C:20]([F:25])[CH:19]=1 |f:0.1,4.5|. Procedure: A mixture of 4-chloro-6,7-dimethoxyquinazoline hydrochloride (147 mg, 0.56 mmol), (prepared as described for the starting material in Example 2), and 4-chloro-2-fluoroaniline (82 mg, 0.56 mmol) in isopropanol (7 ml) was heated at reflux for 2 hours. The mixture was allowed to cool, the solid product collected by filtration, washed with isopropanol and dried to give 4-(4-chloro-2-fluoroanilino)-6,7-dimethoxyquinazoline hydrochloride (102 mg, 49%).